This data is from the Open Reaction Database (ORD), a public repository of structured organic reaction records. The task is: describe an organic reaction: reactants, conditions, products, and yield Reactants: O1CCOCC1 (dioxane), ClC1=NC(=C2N=CN(C2=N1)CC(F)(F)F)N1[C@H](COCC1)C (2-chloro-6-[(3S)-3-methylmorpholin-4-yl]-9-(2,2,2-trifluoroethyl)-9H-purine), CC1(OB(OC1(C)C)C=1C=NC(=NC1)N)C (5-(4,4,5,5-tetramethyl-1,3,2-dioxaborolan-2-yl)pyrimidin-2-amine), C([O-])([O-])=O.[Na+].[Na+] (sodium carbonate). The reagents and catalysts are C=1C=CC(=CC1)[P](C=2C=CC=CC2)(C=3C=CC=CC3)[Pd]([P](C=4C=CC=CC4)(C=5C=CC=CC5)C=6C=CC=CC6)([P](C=7C=CC=CC7)(C=8C=CC=CC8)C=9C=CC=CC9)[P](C=1C=CC=CC1)(C=1C=CC=CC1)C=1C=CC=CC1.C1(=CC=CC=C1)P(C1=CC=CC=C1)C1=CC=CC=C1 (Tetrakis triphenylphosphine). Run in O (water), O (Water). The product is C[C@@H]1N(CCOC1)C1=C2N=CN(C2=NC(=N1)C=1C=NC(=NC1)N)CC(F)(F)F (5-{6-[(3S)-3-Methylmorpholin-4-yl]-9-(2,2,2-trifluoroethyl)-9H-purin-2-yl}pyrimidin-2-amine). Yield: 99.3%. As a reaction SMILES: O1CCOCC1.Cl[C:8]1[N:16]=[C:15]2[C:11]([N:12]=[CH:13][N:14]2[CH2:17][C:18]([F:21])([F:20])[F:19])=[C:10]([N:22]2[CH2:27][CH2:26][O:25][CH2:24][C@@H:23]2[CH3:28])[N:9]=1.CC1(C)C(C)(C)OB([C:37]2[CH:38]=[N:39][C:40]([NH2:43])=[N:41][CH:42]=2)O1.C(=O)([O-])[O-].[Na+].[Na+]>C1C=CC([P]([Pd]([P](C2C=CC=CC=2)(C2C=CC=CC=2)C2C=CC=CC=2)([P](C2C=CC=CC=2)(C2C=CC=CC=2)C2C=CC=CC=2)[P](C2C=CC=CC=2)(C2C=CC=CC=2)C2C=CC=CC=2)(C2C=CC=CC=2)C2C=CC=CC=2)=CC=1.C1(P(C2C=CC=CC=2)C2C=CC=CC=2)C=CC=CC=1.O>[CH3:28][C@H:23]1[CH2:24][O:25][CH2:26][CH2:27][N:22]1[C:10]1[N:9]=[C:8]([C:37]2[CH:38]=[N:39][C:40]([NH2:43])=[N:41][CH:42]=2)[N:16]=[C:15]2[C:11]=1[N:12]=[CH:13][N:14]2[CH2:17][C:18]([F:21])([F:20])[F:19] |f:3.4.5,6.7,^1:54,56,75,94|. Reported procedure: Tetrakis triphenylphosphine (62 mg, 0.05 mmol) was added to a dioxane (5 ml)-water (1 ml) suspension of 2-chloro-6-[(3S)-3-methylmorpholin-4-yl]-9-(2,2,2-trifluoroethyl)-9H-purine (361 mg, 1.08 mmol), 5-(4,4,5,5-tetramethyl-1,3,2-dioxaborolan-2-yl)pyrimidin-2-amine (261 mg, 1.18 mmol), and sodium carbonate (342 mg, 3.23 mmol). The reaction mixture was heated to reflux for 2.5 hours and returned to room temperature. Water was added to the reaction mixture and the resulting mixture was extracted w... The reactants are N([C@@H]([C@@H](C)CC)C(=O)N[C@@H](CC1=CNC=N1)C(=O)N[C@@H](CCCCNC(=O)OC(C)(C)C)C(=O)OC)C(=O)OCC1=CC=CC=C1 (Z-Ile-His-Lys(Boc)-OMe), O (H2O), C(C(F)(F)F)O (trifluoroethanol), Pd on-carbon, C(=O)=O (CO2). The solvent is CO (MeOH). Yields the product N[C@@H]([C@@H](C)CC)C(=O)N[C@@H](CC1=CNC=N1)C(=O)N[C@@H](CCCCNC(=O)OC(C)(C)C)C(=O)OC (H-Ile-His-Lys(Boc)-OMe). As a reaction SMILES: [NH:1](C(OCC1C=CC=CC=1)=O)[C@H:2]([C:7]([NH:9][C@H:10]([C:17]([NH:19][C@H:20]([C:33]([O:35][CH3:36])=[O:34])[CH2:21][CH2:22][CH2:23][CH2:24][NH:25][C:26]([O:28][C:29]([CH3:32])([CH3:31])[CH3:30])=[O:27])=[O:18])[CH2:11][C:12]1[N:16]=[CH:15][NH:14][CH:13]=1)=[O:8])[C@H:3]([CH2:5][CH3:6])[CH3:4].O.C(O)C(F)(F)F.C(=O)=O>CO>[NH2:1][C@H:2]([C:7]([NH:9][C@H:10]([C:17]([NH:19][C@H:20]([C:33]([O:35][CH3:36])=[O:34])[CH2:21][CH2:22][CH2:23][CH2:24][NH:25][C:26]([O:28][C:29]([CH3:30])([CH3:31])[CH3:32])=[O:27])=[O:18])[CH2:11][C:12]1[N:16]=[CH:15][NH:14][CH:13]=1)=[O:8])[C@H:3]([CH2:5][CH3:6])[CH3:4]. Procedure details: 8 g of Z-Ile-His-Lys(Boc)-OMe are suspended in a mixture of 80 ml of MeOH, 8 ml of H2O and 80 ml of trifluoroethanol, and hydrogenated with 800 mg of Pd-on-carbon (10% Pd) with CO2 -absorption until saturation, the initially undissolved material being dissolved. The catalyst is filtered off, the filtrate is concentrated to dryness and the resinous residue is crystallised from acetonitrile, yielding H-Ile-His-Lys(Boc)-OMe in the form of needles having a melting point of 129°-130°; Rf (I)=0.12; Rf...